Dataset: the Open Reaction Database (ORD), a public repository of structured organic reaction records. Task: describe an organic reaction: reactants, conditions, products, and yield The reactants are ClCCl, C1CCOC1, CSCS(C)=O, [H-], N#Cc1ccccc1, [Na+], O. Yields the product CSC(=C(N)c1ccccc1)S(C)=O. RXN SMILES: [CH2:17]([Cl:18])[Cl:19].[CH2:20]1[O:21][CH2:22][CH2:23][CH2:24]1.[CH3:1][S:2][CH2:3][S:4](=[O:5])[CH3:6].[H-:7].[N:9]#[C:10][c:11]1[cH:12][cH:13][cH:14][cH:15][cH:16]1.[Na+:8].[OH2:25]>>[CH3:1][S:2][C:3]([S:4](=[O:5])[CH3:6])=[C:10]([NH2:9])[c:11]1[cH:12][cH:13][cH:14][cH:15][cH:16]1. The reactants are CO, CC(C)NC(C)C, CCCNCC1CC1, COC(=O)CN(C)S(=O)(=O)c1ccc(NC(=O)c2cc(Cl)ncn2)c(C)c1. Yields the product CCCN(CC1CC1)c1cc(C(=O)Nc2ccc(S(=O)(=O)N(C)CC(=O)OC)cc2C)ncn1. RXN SMILES: [CH3:43][OH:44].[CH:28]([NH:29][CH:30]([CH3:31])[CH3:32])([CH3:33])[CH3:34].[CH:35]1([CH2:38][NH:39][CH2:40][CH2:41][CH3:42])[CH2:36][CH2:37]1.[Cl:1][c:2]1[cH:3][c:4]([C:8](=[O:9])[NH:10][c:11]2[c:12]([CH3:27])[cH:13][c:14]([S:17](=[O:18])(=[O:19])[N:20]([CH3:21])[CH2:22][C:23](=[O:24])[O:25][CH3:26])[cH:15][cH:16]2)[n:5][cH:6][n:7]1>>[c:2]1([N:39]([CH2:38][CH:35]2[CH2:36][CH2:37]2)[CH2:40][CH2:41][CH3:42])[cH:3][c:4]([C:8](=[O:9])[NH:10][c:11]2[c:12]([CH3:27])[cH:13][c:14]([S:17](=[O:18])(=[O:19])[N:20]([CH3:21])[CH2:22][C:23](=[O:24])[O:25][CH3:26])[cH:15][cH:16]2)[n:5][cH:6][n:7]1. Reactants: FC1=CC=C(C=C1)B(O)O (p-fluorobenzeneboronic acid), tetrakis(triphenyl-phosphine)palladium(O), C([O-])([O-])=O.[K+].[K+] (potassium carbonate), NC1=NC(=C(C(=N1)Cl)C#N)SC (2-amino-4-chloro-6-methylsulfanyl-pyrimidine-5-carbonitrile). Run in C1(=CC=CC=C1)C (toluene). The product is NC1=NC(=C(C(=N1)C1=CC=C(C=C1)F)C#N)SC (2-amino-4-(4-fluoro-phenyl)-6-methylsulfanyl-pyrimidine-5-carbonitrile). Yield: 54.0%. RXN SMILES: [NH2:1][C:2]1[N:7]=[C:6](Cl)[C:5]([C:9]#[N:10])=[C:4]([S:11][CH3:12])[N:3]=1.[F:13][C:14]1[CH:19]=[CH:18][C:17](B(O)O)=[CH:16][CH:15]=1.C(=O)([O-])[O-].[K+].[K+]>C1(C)C=CC=CC=1>[NH2:1][C:2]1[N:7]=[C:6]([C:17]2[CH:18]=[CH:19][C:14]([F:13])=[CH:15][CH:16]=2)[C:5]([C:9]#[N:10])=[C:4]([S:11][CH3:12])[N:3]=1 |f:2.3.4|. Procedure: To a stirred suspension of 0.50 g (2,49 mmol) 2-amino-4-chloro-6-methylsulfanyl-pyrimidine-5-carbonitrile in 10 ml toluene under argon at room temperature were added 384 mg (2.74 mmol)p-fluorobenzeneboronic acid, 288 mg (0.25 mmol) tetrakis(triphenyl-phosphine)palladium(O) and 638 mg (4.98 mmol) anhydrous potassium carbonate. The reaction mixture was heated at reflux for 16 h, then cooled to room temperature and partitioned between ethyl acetate and water. The organic phase was washed with brine... The reactants are [Si](C)(C)(C(C)(C)C)O[C@H]1C[C@@H](CC2=CC=C3[C@@H]4CC=C([C@@]4(C)CC[C@@H]3[C@@]12C)CSCCCCC(C)(C)O[Si](CC)(CC)CC)O[Si](C)(C)C(C)(C)C (1α,3β-Bis(tert-butyldimethylsilyloxy)-17-(5-triethylsilyloxy-5-methylhexylthiomethyl)androsta-5,7,16-triene), O1CCCC1.[F-].C(CCC)[N+](CCCC)(CCCC)CCCC (tetra-n-butylammonium fluoride tetrahydrofuran). Yields the product O[C@H]1C[C@@H](CC2=CC=C3[C@@H]4CC=C([C@@]4(C)CC[C@@H]3[C@@]12C)CSCCCCC(C)(C)O)O (1α,3β-dihydroxy-17-(5-hydroxy-5-methylhexylthiomethyl)androsta-5,7,16-triene). The yield is 85.9%. Reaction SMILES: [Si]([O:8][C@@H:9]1[C@@:26]2([CH3:27])[C:13](=[CH:14][CH:15]=[C:16]3[C@@H:25]2[CH2:24][CH2:23][C@@:21]2([CH3:22])[C@H:17]3[CH2:18][CH:19]=[C:20]2[CH2:28][S:29][CH2:30][CH2:31][CH2:32][CH2:33][C:34]([O:37][Si](CC)(CC)CC)([CH3:36])[CH3:35])[CH2:12][C@@H:11]([O:45][Si](C(C)(C)C)(C)C)[CH2:10]1)(C(C)(C)C)(C)C.O1CCCC1.[F-].C([N+](CCCC)(CCCC)CCCC)CCC>>[OH:8][C@@H:9]1[C@@:26]2([CH3:27])[C:13](=[CH:14][CH:15]=[C:16]3[C@@H:25]2[CH2:24][CH2:23][C@@:21]2([CH3:22])[C@H:17]3[CH2:18][CH:19]=[C:20]2[CH2:28][S:29][CH2:30][CH2:31][CH2:32][CH2:33][C:34]([OH:37])([CH3:36])[CH3:35])[CH2:12][C@@H:11]([OH:45])[CH2:10]1 |f:1.2.3|. Procedure: 1α,3β-Bis(tert-butyldimethylsilyloxy)-17-(5-triethylsilyloxy-5-methylhexylthiomethyl)androsta-5,7,16-triene (313 mg, 0.396 mmol) and a 1M tetra-n-butylammonium fluoride tetrahydrofuran solution (5 ml) were subjected to reaction using a procedure similar to that of Example 5(2) (3 hours), worked up and purified by column chromatography (ethyl acetate) to give the titled compound (152 mg, 86%) as a colorless solid. Starting materials: [H-].[Na+] (sodium hydride), CN1CCC=2NC=3C=CC(=CC3C2CC1)C (3,9-dimethyl-1,2,3,4,5,6-hexahydroazepino[4,5-b]indole), ClC1=CC=C(C=C1)C1(OC1)C (2-(4-Chlorophenyl)-2-methyloxirane), C(C(=O)O)(=O)O (oxalic acid). The solvent is CN(C)C=O (DMF), O (water), C1CCOC1 (THF). Conditions: time 5 minute. The product is ClC1=CC=C(C=C1)C(CN1C2=C(C=3C=C(C=CC13)C)CCN(CC2)C)(C)O (2-(4-chlorophenyl)-1-(2,3,4,5-tetrahydro-3,9-dimethylazepino[4,5-b]indol-6(1H)-yl)propan-2-ol), oxalate salt. As a reaction SMILES: [H-].[Na+].[CH3:3][N:4]1[CH2:17][CH2:16][C:15]2[C:14]3[CH:13]=[C:12]([CH3:18])[CH:11]=[CH:10][C:9]=3[NH:8][C:7]=2[CH2:6][CH2:5]1.[Cl:19][C:20]1[CH:25]=[CH:24][C:23]([C:26]2([CH3:29])[CH2:28][O:27]2)=[CH:22][CH:21]=1.C(O)(=O)C(O)=O>CN(C=O)C.C1COCC1.O>[Cl:19][C:20]1[CH:21]=[CH:22][C:23]([C:26]([OH:27])([CH3:28])[CH2:29][N:8]2[C:9]3[CH:10]=[CH:11][C:12]([CH3:18])=[CH:13][C:14]=3[C:15]3[CH2:16][CH2:17][N:4]([CH3:3])[CH2:5][CH2:6][C:7]2=3)=[CH:24][CH:25]=1 |f:0.1|. Reported procedure: The title compound was prepared by following general procedure 5. To a stirred suspension of sodium hydride (67 mg, 0.28 mmol) in 5 mL of DMF, 3,9-dimethyl-1,2,3,4,5,6-hexahydroazepino[4,5-b]indole (0.2 g, 0.934 mmol) was added and stirred at RT for 5 min. 2-(4-Chlorophenyl)-2-methyloxirane (235 mg, 1.4 mmol) was added slowly dropwise and stirred at RT for 14 h. The reaction was monitored by TLC and LCMS. After completion of the reaction, water was added, extracted with ethyl acetate. The organi...